Dataset: the Open Reaction Database (ORD), a public repository of structured organic reaction records. Task: describe an organic reaction: reactants, conditions, products, and yield The reactants are CC(C)(C)NS(=O)(=O)c1cccc(-c2cccc(-c3nc(-c4ccc(C(F)(F)F)cc4F)cc(C(F)(F)F)n3)c2)c1, ClCCl, O=C(O)C(F)(F)F. Yields the product NS(=O)(=O)c1cccc(-c2cccc(-c3nc(-c4ccc(C(F)(F)F)cc4F)cc(C(F)(F)F)n3)c2)c1. As a reaction SMILES: [C:1]([CH3:2])([CH3:3])([CH3:4])[NH:5][S:6](=[O:7])(=[O:8])[c:9]1[cH:10][c:11](-[c:15]2[cH:16][c:17](-[c:21]3[n:22][c:23]([C:38]([F:39])([F:40])[F:41])[cH:24][c:25](-[c:27]4[c:28]([F:37])[cH:29][c:30]([C:33]([F:34])([F:35])[F:36])[cH:31][cH:32]4)[n:26]3)[cH:18][cH:19][cH:20]2)[cH:12][cH:13][cH:14]1.[Cl:49][CH2:50][Cl:51].[F:42][C:43]([F:44])([F:45])[C:46]([OH:47])=[O:48]>>[NH2:5][S:6](=[O:7])(=[O:8])[c:9]1[cH:10][c:11](-[c:15]2[cH:16][c:17](-[c:21]3[n:22][c:23]([C:38]([F:39])([F:40])[F:41])[cH:24][c:25](-[c:27]4[c:28]([F:37])[cH:29][c:30]([C:33]([F:34])([F:35])[F:36])[cH:31][cH:32]4)[n:26]3)[cH:18][cH:19][cH:20]2)[cH:12][cH:13][cH:14]1. Starting materials: FC(C(=O)O)(F)F (trifluoroacetic acid), C(C)(C)(C)OC(=O)N1CCC(CC1)OC1=NC(=CC=C1)NC(C1=C(C=C(C=C1F)F)F)=O (4-[6-(2,4,6-trifluoro-benzoylamino)-pyridin-2-yloxy]-piperidine-1-carboxylic acid tert-butyl ester), [OH-].[Na+] (NaOH). The solvent is C(Cl)Cl (methylene dichloride), C(Cl)Cl (methylene dichloride). Reaction conditions: time 30 minute. The product is FC1=C(C(=O)NC2=NC(=CC=C2)OC2CCNCC2)C(=CC(=C1)F)F (2,4,6-Trifluoro-N-[6-(piperidin-4-yloxy)pyridin-2-yl]-benzamide). The yield is 84.1%. RXN SMILES: FC(F)(F)C(O)=O.C(OC([N:15]1[CH2:20][CH2:19][CH:18]([O:21][C:22]2[CH:27]=[CH:26][CH:25]=[C:24]([NH:28][C:29](=[O:39])[C:30]3[C:35]([F:36])=[CH:34][C:33]([F:37])=[CH:32][C:31]=3[F:38])[N:23]=2)[CH2:17][CH2:16]1)=O)(C)(C)C.[OH-].[Na+]>C(Cl)Cl>[F:36][C:35]1[CH:34]=[C:33]([F:37])[CH:32]=[C:31]([F:38])[C:30]=1[C:29]([NH:28][C:24]1[CH:25]=[CH:26][CH:27]=[C:22]([O:21][CH:18]2[CH2:17][CH2:16][NH:15][CH2:20][CH2:19]2)[N:23]=1)=[O:39] |f:2.3|. Procedure details: Add trifluoroacetic acid (20 mL) to a solution of 4-[6-(2,4,6-trifluoro-benzoylamino)-pyridin-2-yloxy]-piperidine-1-carboxylic acid tert-butyl ester (preparation 92, 2.482 g, 5.5 mmol) in methylene dichloride (50 mL) and stir for 30 min. Remove volatiles, dissolve the residue in methylene dichloride, adjust pH>11 with 1N NaOH, extract with methylene dichloride three times. Combine the organic layers, dry over Na2SO4, filter and concentrate to give a residue. Recrystallization (ethanol-H2O) provi...